Task: describe an organic reaction: reactants, conditions, products, and yield. Dataset: the Open Reaction Database (ORD), a public repository of structured organic reaction records Reactants: NC=1C(=NNC1)C1=NC=2C(=CC=3C(C(N(C3C2)CC)=O)(C)C)N1 (2-(4-amino-1H-pyrazol-3-yl)-5-ethyl-7,7-dimethyl-5,7-dihydro-1H-imidazo[4,5-f]indol-6-one), C1(CCCC1)CC(=O)O (cyclopentylacetic acid). The product is C1(CCCC1)CC(=O)NC=1C(=NNC1)C1=NC=2C(=CC=3C(C(N(C3C2)CC)=O)(C)C)N1 (2-Cyclopentyl-N-[3-(5-ethyl-7,7-dimethyl-6-oxo-1,5,6,7-tetrahydro-imidazo[4,5-f]indol-2-yl)-1H-pyrazol-4-yl]-acetamide), powder. Isolated yield 22.0%. Reaction SMILES: [NH2:1][C:2]1[C:3]([C:7]2[NH:23][C:10]3=[CH:11][C:12]4[C:13]([CH3:22])([CH3:21])[C:14](=[O:20])[N:15]([CH2:18][CH3:19])[C:16]=4[CH:17]=[C:9]3[N:8]=2)=[N:4][NH:5][CH:6]=1.[CH:24]1([CH2:29][C:30](O)=[O:31])[CH2:28][CH2:27][CH2:26][CH2:25]1>>[CH:24]1([CH2:29][C:30]([NH:1][C:2]2[C:3]([C:7]3[NH:23][C:10]4=[CH:11][C:12]5[C:13]([CH3:22])([CH3:21])[C:14](=[O:20])[N:15]([CH2:18][CH3:19])[C:16]=5[CH:17]=[C:9]4[N:8]=3)=[N:4][NH:5][CH:6]=2)=[O:31])[CH2:28][CH2:27][CH2:26][CH2:25]1. Reported procedure: 2-Cyclopentyl-N-[3-(5-ethyl-7,7-dimethyl-6-oxo-1,5,6,7-tetrahydro-imidazo[4,5-f]indol-2-yl)-1H-pyrazol-4-yl]-acetamide was prepared using 2-(4-amino-1H-pyrazol-3-yl)-5-ethyl-7,7-dimethyl-5,7-dihydro-1H-imidazo[4,5-f]indol-6-one (250 mg, 0.81 mmol) and cyclopentylacetic acid (111 μl, 0.89 mmol). The title compound was obtained as yellow powder (74 mg, 22%). Reactants: O=C([O-])[O-], CNC(=O)c1c(C)sc2cc(O)ccc12, CC#N, O=C(c1cc2nccc(Cl)c2s1)N1CC(O)C1, [Cs+], [Cs+], [Na+], O=C([O-])O. Product: CNC(=O)c1c(C)sc2cc(Oc3ccnc4cc(C(=O)N5CC(O)C5)sc34)ccc12. As a reaction SMILES: [C:33](=[O:34])([O-:35])[O-:36].[CH3:18][NH:19][C:20](=[O:21])[c:22]1[c:23]2[c:24]([s:25][c:26]1[CH3:27])[cH:28][c:29]([OH:32])[cH:30][cH:31]2.[CH3:44][C:45]#[N:46].[Cl:1][c:2]1[c:3]2[c:4]([n:5][cH:6][cH:7]1)[cH:8][c:9]([C:11](=[O:12])[N:13]1[CH2:14][CH:15]([OH:17])[CH2:16]1)[s:10]2.[Cs+:37].[Cs+:38].[Na+:43].[O-:39][C:40]([OH:41])=[O:42]>>[c:2]1([O:32][c:29]2[cH:28][c:24]3[c:23]([c:22]([C:20]([NH:19][CH3:18])=[O:21])[c:26]([CH3:27])[s:25]3)[cH:31][cH:30]2)[c:3]2[c:4]([n:5][cH:6][cH:7]1)[cH:8][c:9]([C:11](=[O:12])[N:13]1[CH2:14][CH:15]([OH:17])[CH2:16]1)[s:10]2.